This data is from the Open Reaction Database (ORD), a public repository of structured organic reaction records. The task is: describe an organic reaction: reactants, conditions, products, and yield The reactants are O (Water), CC1(CCC2(OCCO2)CC1)CC(=O)OCC (ethyl 2-(8-methyl-1,4-dioxaspiro[4.5]decan-8-yl)acetate). Solvent: C(=O)O (formic acid). The product is CC1(CCC(CC1)=O)CC(=O)OCC (ethyl 2-(1-methyl-4-oxocyclohexyl)acetate). Reaction SMILES: O.[CH3:2][C:3]1([CH2:13][C:14]([O:16][CH2:17][CH3:18])=[O:15])[CH2:12][CH2:11][C:6]2(OCC[O:7]2)[CH2:5][CH2:4]1>C(O)=O>[CH3:2][C:3]1([CH2:13][C:14]([O:16][CH2:17][CH3:18])=[O:15])[CH2:4][CH2:5][C:6](=[O:7])[CH2:11][CH2:12]1. Procedure details: Water (0.5 mL) was added to a stirring solution of ethyl 2-(8-methyl-1,4-dioxaspiro[4.5]decan-8-yl)acetate (1.6 g, 6.60 mmol) and formic acid (10 mL) at room temperature. Analysis of the reaction mixture by LCMS indicated that the starting material was consumed and the desired product had formed. The reaction mixture was concentrated under reduced pressure, and the residue was partitioned between EtOAc and brine, the layers were separated, the organic material washed with brine (2×), dried (Na2S... Product: CNS(=O)(=O)c1ccc(-c2c(Cl)nc(C(F)(F)F)nc2-c2ccc(S(C)(=O)=O)cc2)cc1. As a reaction SMILES: [CH3:32][NH2:33].[Cl:1][c:2]1[n:3][c:4]([C:28]([F:29])([F:30])[F:31])[n:5][c:6](-[c:18]2[cH:19][cH:20][c:21]([S:24](=[O:25])(=[O:26])[CH3:27])[cH:22][cH:23]2)[c:7]1-[c:8]1[cH:9][cH:10][c:11]([S:14](=[O:15])(=[O:16])[Cl:17])[cH:12][cH:13]1.[Cl:34][CH2:35][Cl:36]>>[Cl:1][c:2]1[n:3][c:4]([C:28]([F:29])([F:30])[F:31])[n:5][c:6](-[c:18]2[cH:19][cH:20][c:21]([S:24](=[O:25])(=[O:26])[CH3:27])[cH:22][cH:23]2)[c:7]1-[c:8]1[cH:9][cH:10][c:11]([S:14](=[O:15])(=[O:16])[NH:33][CH3:32])[cH:12][cH:13]1. Starting materials: CN, CS(=O)(=O)c1ccc(-c2nc(C(F)(F)F)nc(Cl)c2-c2ccc(S(=O)(=O)Cl)cc2)cc1, ClCCl. Reaction SMILES: [Al:1].O.O.O.O.O.O.[Cl-:8].[Al+3].[Cl-].[Cl-].O.O.O.O.O.O.[N+:18]([O-:21])([O-:20])=[O:19].[Ce+3:22].[N+:23]([O-:26])([O-:25])=[O:24].[N+:27]([O-:30])([O-:29])=[O:28].[OH-].[Na+]>>[Cl-:8].[Al+3:1].[Cl-:8].[Cl-:8].[N+:18]([O-:21])([O-:20])=[O:19].[Ce+3:22].[N+:23]([O-:26])([O-:25])=[O:24].[N+:27]([O-:30])([O-:29])=[O:28].[Al:1] |f:1.2.3.4.5.6.7.8.9.10,11.12.13.14.15.16.17.18.19.20,21.22,23.24.25.26,27.28.29.30|. Procedure: As an aluminum compound, a 2 mass % aqueous solution of aluminum chloride was prepared using 0.6 g of aluminum chloride hexahydrate. Further, a 2 mass % aqueous solution of cerium nitrate was prepared using 0.6 g of cerium (III) nitrate hexahydrate. These aqueous solutions were mixed to the suspension in the same manner as in Example 1 together with 8.0 g of a 1N aqueous solution of sodium hydroxide. The obtained filtered solid was washed and dried. Thus, a pearlescent pigment in which a layer c... Yields the product [Cl-].[Al+3].[Cl-].[Cl-] (aluminum chloride), [N+](=O)([O-])[O-].[Ce+3].[N+](=O)([O-])[O-].[N+](=O)([O-])[O-] (cerium nitrate), [Al] (aluminum). Starting materials: [Al] (aluminum), O.O.O.O.O.O.[Cl-].[Al+3].[Cl-].[Cl-] (aluminum chloride hexahydrate), O.O.O.O.O.O.[N+](=O)([O-])[O-].[Ce+3].[N+](=O)([O-])[O-].[N+](=O)([O-])[O-] (cerium (III) nitrate hexahydrate), aqueous solution, [OH-].[Na+] (sodium hydroxide). Reactants: CCCC1CCCCN1c1cc(-c2ccc(C(F)(F)F)cc2)cc(C(CC(C)C)C(=O)OCC)c1, CO, [Na+], [OH-]. Product: CCCC1CCCCN1c1cc(-c2ccc(C(F)(F)F)cc2)cc(C(CC(C)C)C(=O)O)c1. RXN SMILES: [CH2:1]([CH3:2])[O:3][C:4]([CH:5]([CH2:6][CH:7]([CH3:8])[CH3:9])[c:10]1[cH:11][c:12](-[c:25]2[cH:26][cH:27][c:28]([C:31]([F:32])([F:33])[F:34])[cH:29][cH:30]2)[cH:13][c:14]([N:16]2[CH:17]([CH2:22][CH2:23][CH3:24])[CH2:18][CH2:19][CH2:20][CH2:21]2)[cH:15]1)=[O:35].[CH3:38][OH:39].[Na+:37].[OH-:36]>>[O:3]=[C:4]([CH:5]([CH2:6][CH:7]([CH3:8])[CH3:9])[c:10]1[cH:11][c:12](-[c:25]2[cH:26][cH:27][c:28]([C:31]([F:32])([F:33])[F:34])[cH:29][cH:30]2)[cH:13][c:14]([N:16]2[CH:17]([CH2:22][CH2:23][CH3:24])[CH2:18][CH2:19][CH2:20][CH2:21]2)[cH:15]1)[OH:35]. Reactants: OC1(CCOC2=C1C=CC(=C2)OC)C (2,3-Dihydro-4-hydroxy-7-methoxy-4-methyl-4H-1-benzopyran), P(=O)(Cl)(Cl)Cl (phosphorus oxychloride), O (water). Run in N1=CC=CC=C1 (pyridine). Yields the product COC1=CC2=C(C(=CCO2)C)C=C1 (7-Methoxy-4-methyl-2H-1-benzopyran). RXN SMILES: O[C:2]1([CH3:14])[C:7]2[CH:8]=[CH:9][C:10]([O:12][CH3:13])=[CH:11][C:6]=2[O:5][CH2:4][CH2:3]1.P(Cl)(Cl)(Cl)=O.O>N1C=CC=CC=1>[CH3:13][O:12][C:10]1[CH:9]=[CH:8][C:7]2[C:2]([CH3:14])=[CH:3][CH2:4][O:5][C:6]=2[CH:11]=1. Procedure details: The carbinol of step (a) (73.3 g) was stirred with phosphorus oxychloride (19.3 g; 11.6 ml) in dry pyridine (380 ml) for 20 hours under nitrogen. The reaction mixture was poured into water, extracted with ether and the ethereal extracts were washed with dilute acid, then sodium bicarbonate solution, then water and dried. Evaporation of the solvent left 58 g of residue (87.2%). MS evidence was correct for the required compound. NMR suggested that the product was in fact a mixture of isomeric alke... Reactants: COC(C=C(C)C=1N(C2=CC=CC(=C2C1)C1=C(C(=CC(=C1)C(C)C)C(C)C)OCCCC)S(=O)(=O)C1=CC=CC=C1)=O (3-[1-Benzenesulfonyl-4-(2-butoxy-3,5-diisopropyl-phenyl)-1H-indol-2-yl]-but-2-enoic acid methyl ester), [OH-].[Na+] (NaOH). The solvent is Cl (HCl), O (water), CO (methanol), O1CCOCC1 (dioxane). The product is C1(=CC=CC=C1)S(=O)(=O)N1C(=CC2=C(C=CC=C12)C1=C(C(=CC(=C1)C(C)C)C(C)C)OCCCC)C(=CC(=O)O)C (3-[1-Benzenesulfonyl-4-(2-butoxy-3,5-diisopropyl-phenyl)-1H-indol-2-yl]-but-2-enoic acid). The yield is 107.9%. Reaction SMILES: C[O:2][C:3](=[O:42])[CH:4]=[C:5]([C:7]1[N:8]([S:33]([C:36]2[CH:41]=[CH:40][CH:39]=[CH:38][CH:37]=2)(=[O:35])=[O:34])[C:9]2[C:14]([CH:15]=1)=[C:13]([C:16]1[CH:21]=[C:20]([CH:22]([CH3:24])[CH3:23])[CH:19]=[C:18]([CH:25]([CH3:27])[CH3:26])[C:17]=1[O:28][CH2:29][CH2:30][CH2:31][CH3:32])[CH:12]=[CH:11][CH:10]=2)[CH3:6].[OH-].[Na+]>CO.O1CCOCC1.Cl.O>[C:36]1([S:33]([N:8]2[C:9]3[C:14](=[C:13]([C:16]4[CH:21]=[C:20]([CH:22]([CH3:23])[CH3:24])[CH:19]=[C:18]([CH:25]([CH3:26])[CH3:27])[C:17]=4[O:28][CH2:29][CH2:30][CH2:31][CH3:32])[CH:12]=[CH:11][CH:10]=3)[CH:15]=[C:7]2[C:5]([CH3:6])=[CH:4][C:3]([OH:42])=[O:2])(=[O:34])=[O:35])[CH:37]=[CH:38][CH:39]=[CH:40][CH:41]=1 |f:1.2|. Reported procedure: 3-[1-Benzenesulfonyl-4-(2-butoxy-3,5-diisopropyl-phenyl)-1H-indol-2-yl]-but-2-enoic acid methyl ester (74 mg, 0.126 mmol) was dissolved in methanol (1 mL)/dioxane (1 mL) and treated with 1N NaOH (1 mL, 1 mmol) at 60° C. for 2 h. The reaction was diluted with 1N HCl (3 mL)/water (10 mL) and extracted with ethyl acetate (3×10 mL). The organic portions were washed with water (10 mL), brine (10 mL), dried (MgSO4), filtered and evaporated in vacuo to provide 78 mg of a yellow oil. The material was pu... The reactants are Cl.N1=CC=CC2=CC=CC=C12 (quinoline hydrochloride), CC(CC(C)(OOC(C)(C)C)C)O (1,3-dimethyl-3-(t-butylperoxy)butyl alcohol), N1=CC=CC2=CC=CC=C12 (quinoline), N1=CC=CC2=CC=CC=C12 (quinoline), ClC(=O)OC(C)C (isopropyl chloroformate). Solvent: CCCCC (pentane), CCCCC (pentane). Conditions: time 3 day. Product: C(OC(CC(C)(OOC(C)(C)C)C)C)(OC(C)C)=O (1,3-Dimethyl-3-(t-butylperoxy)butyl isopropyl carbonate). Reaction SMILES: [CH3:1][CH:2]([OH:13])[CH2:3][C:4]([CH3:12])([O:6][O:7][C:8]([CH3:11])([CH3:10])[CH3:9])[CH3:5].N1C2C(=CC=CC=2)C=CC=1.Cl[C:25]([O:27][CH:28]([CH3:30])[CH3:29])=[O:26].Cl.N1C2C(=CC=CC=2)C=CC=1>CCCCC>[C:25](=[O:26])([O:27][CH:28]([CH3:30])[CH3:29])[O:13][CH:2]([CH3:1])[CH2:3][C:4]([CH3:12])([O:6][O:7][C:8]([CH3:11])([CH3:10])[CH3:9])[CH3:5] |f:3.4|. Reported procedure: A four-necked 500 ml. round-bottomed flask was equipped with a mechanical stirrer, reflux condenser surmounted by calcium chloride drying tube, addition funnel and thermometer. A solution of 19 g. (0.1 mole) 1,3-dimethyl-3-(t-butylperoxy)butyl alcohol and 13.3 g (slightly over 0.1 mole) quinoline in 250 ml. pentane was placed in the flask which was placed in a water bath at 221/2 ° C. Then 12.3 g (0.1 mole) isopropyl chloroformate was added dropwise over 5 minutes; the temperature did not rise o...